The task is: describe an organic reaction: reactants, conditions, products, and yield. This data is from the Open Reaction Database (ORD), a public repository of structured organic reaction records. The reactants are ClCC(=O)NCC(C1=C(C=CC(=C1)OC)OC)=O (2-Chloro-N-(β-oxo-2,5-Dimethoxy phenethyl)-acetamide), [N-]=[N+]=[N-].[Na+] (sodium azide), [I-].[K+] (potassium iodide). Solvent: CC(=O)C (acetone). Conditions: temperature 60 celsius. Yields the product N(=[N+]=[N-])CC(=O)NCC(C1=C(C=CC(=C1)OC)OC)=O (2-Azido-N-(β-oxo-2,5-dimethoxy phenehyl)acetamide). Yield: 91.0%. Reaction SMILES: Cl[CH2:2][C:3]([NH:5][CH2:6][C:7](=[O:18])[C:8]1[CH:13]=[C:12]([O:14][CH3:15])[CH:11]=[CH:10][C:9]=1[O:16][CH3:17])=[O:4].[N-:19]=[N+:20]=[N-:21].[Na+].[I-].[K+]>CC(C)=O>[N:19]([CH2:2][C:3]([NH:5][CH2:6][C:7](=[O:18])[C:8]1[CH:13]=[C:12]([O:14][CH3:15])[CH:11]=[CH:10][C:9]=1[O:16][CH3:17])=[O:4])=[N+:20]=[N-:21] |f:1.2,3.4|. Procedure details: In a four neck round bottomed flask, 45 gm (0.165 mole) of 2-Chloro-N-(β-oxo-2,5-Dimethoxy phenethyl)-acetamide prepared according to step (b), 27 g (0.415 mole) sodium azide and 8.3 g (0.049 mole) potassium iodide and 900 ml of acetone is charged. The solution is refluxed at 60° C. for 5 hours. After completion of the reaction the reaction mass cooled and filtered to remove inorganics. Acetone is distilled off under atmospheric pressure. Water is added and the resulting yellow lumps are filtere... Starting materials: [Si](C)(C)(C(C)(C)C)O[C@H]1C[C@@H](CC2=CC=C3[C@@H]4CC=C([C@@H](C)O)[C@]4(CC[C@@H]3[C@@]12C)C)O[Si](C)(C)C(C)(C)C (1α,3β-Bis(tert-butyldimethylsilyloxy)-20(R)-hydroxypregna-5,7,16-triene), CN(C(C=C)=O)C (N,N-dimethylacrylamide), [H-].[Na+] (sodium hydride). The solvent is O1CCCC1 (tetrahydrofuran). Conditions: time 1.5 hour. Product: [Si](C)(C)(C(C)(C)C)O[C@H]1C[C@@H](CC2=CC=C3[C@@H]4CC=C([C@@H](C)OCCC(=O)N(C)C)[C@]4(CC[C@@H]3[C@@]12C)C)O[Si](C)(C)C(C)(C)C (1α,3β-bis(tert-butyldimethylsilyloxy)-20(R)-(N,N-dimethylaminocarbonylethoxy)pregna-5.7,16-triene). The yield is 93.8%. As a reaction SMILES: [Si:1]([O:8][C@@H:9]1[C@@:28]2([CH3:29])[C:13](=[CH:14][CH:15]=[C:16]3[C@@H:27]2[CH2:26][CH2:25][C@@:24]2([CH3:30])[C@H:17]3[CH2:18][CH:19]=[C:20]2[C@H:21]([OH:23])[CH3:22])[CH2:12][C@@H:11]([O:31][Si:32]([C:35]([CH3:38])([CH3:37])[CH3:36])([CH3:34])[CH3:33])[CH2:10]1)([C:4]([CH3:7])([CH3:6])[CH3:5])([CH3:3])[CH3:2].[CH3:39][N:40]([CH3:45])[C:41](=[O:44])[CH:42]=[CH2:43].[H-].[Na+]>O1CCCC1>[Si:1]([O:8][C@@H:9]1[C@@:28]2([CH3:29])[C:13](=[CH:14][CH:15]=[C:16]3[C@@H:27]2[CH2:26][CH2:25][C@@:24]2([CH3:30])[C@H:17]3[CH2:18][CH:19]=[C:20]2[C@H:21]([O:23][CH2:43][CH2:42][C:41]([N:40]([CH3:45])[CH3:39])=[O:44])[CH3:22])[CH2:12][C@@H:11]([O:31][Si:32]([C:35]([CH3:37])([CH3:36])[CH3:38])([CH3:33])[CH3:34])[CH2:10]1)([C:4]([CH3:7])([CH3:6])[CH3:5])([CH3:3])[CH3:2] |f:2.3|. Procedure details: 1α,3β-Bis(tert-butyldimethylsilyloxy)-20(R)-hydroxypregna-5,7,16-triene (316 mg, 0.57 mmol) was treated with N,N-dimethylacrylamide (175 mg, 1.77 mmol) and sodium hydride (60% in oil, 36 mg, 0.91 mmol) in tetrahydrofuran (5.7 ml) in the same manner as shown in Example 4(1) (at 0° C. for 1.5 hours and then at room temperature for 1.5 hours), followed by work up and purification using column chromatography (hexane:ethyl acetate=2:1) to give the titled compound (352 mg, 93.9%) as a colorless oil. Starting materials: CC(C)(C)OC(=O)CBr, [Na+], [OH-], O=C(NC1CCCC1O)OCc1ccccc1, c1ccccc1. Yields the product CC(C)(C)OC(=O)COC1CCCC1NC(=O)OCc1ccccc1. Reaction SMILES: [Br:18][CH2:19][C:20](=[O:21])[O:22][C:23]([CH3:24])([CH3:25])[CH3:26].[Na+:28].[OH-:27].[OH:1][CH:2]1[CH:3]([NH:7][C:8]([O:9][CH2:10][c:11]2[cH:12][cH:13][cH:14][cH:15][cH:16]2)=[O:17])[CH2:4][CH2:5][CH2:6]1.[cH:29]1[cH:30][cH:31][cH:32][cH:33][cH:34]1>>[O:1]([CH:2]1[CH:3]([NH:7][C:8]([O:9][CH2:10][c:11]2[cH:12][cH:13][cH:14][cH:15][cH:16]2)=[O:17])[CH2:4][CH2:5][CH2:6]1)[CH2:19][C:20](=[O:21])[O:22][C:23]([CH3:24])([CH3:25])[CH3:26]. Reactants: CCOC(=O)c1ccc(C)[nH]1, CC(C(=O)Cl)c1ccccc1. The product is CCOC(=O)c1cc(C(=O)C(C)c2ccccc2)c(C)[nH]1. RXN SMILES: [CH2:1]([CH3:2])[O:3][C:4](=[O:5])[c:6]1[nH:7][c:8]([CH3:11])[cH:9][cH:10]1.[c:12]1([CH:18]([C:19](=[O:20])[Cl:21])[CH3:22])[cH:13][cH:14][cH:15][cH:16][cH:17]1>>[CH2:1]([CH3:2])[O:3][C:4](=[O:5])[c:6]1[nH:7][c:8]([CH3:11])[c:9]([C:19]([CH:18]([c:12]2[cH:13][cH:14][cH:15][cH:16][cH:17]2)[CH3:22])=[O:20])[cH:10]1.